Dataset: the Open Reaction Database (ORD), a public repository of structured organic reaction records. Task: describe an organic reaction: reactants, conditions, products, and yield The reactants are C(C1=CC=CC=C1)OC1=C(C=C(C=C1C)C1=CN(C=2N=CN=C(C21)N)C2=CC(=CC=C2)OCCN2C=NC=C2)C (5-(4-benzyloxy-3,5-dimethylphenyl)-7-[3-(2-(1-imidazolyl)ethoxy)phenyl]-4-amino-pyrrolo[2,3-d]pyrimidine), [H][H] (hydrogen), C(C)O (ethanol). The reagents and catalysts are [Pd] (palladium/carbon). Solvent: C1CCOC1 (THF). Yields the product OC1=C(C=C(C=C1C)C1=CN(C=2N=CN=C(C21)N)C2=CC(=CC=C2)OCCN2C=NC=C2)C (5-(4-Hydroxy-3,5-dimethylphenyl)-7-[3-(2-(1-imidazolyl)ethoxy)phenyl]-4-aminopyrrolo[2,3-d]pyrimidine). RXN SMILES: C([O:8][C:9]1[C:14]([CH3:15])=[CH:13][C:12]([C:16]2[C:24]3[C:23]([NH2:25])=[N:22][CH:21]=[N:20][C:19]=3[N:18]([C:26]3[CH:31]=[CH:30][CH:29]=[C:28]([O:32][CH2:33][CH2:34][N:35]4[CH:39]=[CH:38][N:37]=[CH:36]4)[CH:27]=3)[CH:17]=2)=[CH:11][C:10]=1[CH3:40])C1C=CC=CC=1.[H][H].C(O)C>C1COCC1.[Pd]>[OH:8][C:9]1[C:14]([CH3:15])=[CH:13][C:12]([C:16]2[C:24]3[C:23]([NH2:25])=[N:22][CH:21]=[N:20][C:19]=3[N:18]([C:26]3[CH:31]=[CH:30][CH:29]=[C:28]([O:32][CH2:33][CH2:34][N:35]4[CH:39]=[CH:38][N:37]=[CH:36]4)[CH:27]=3)[CH:17]=2)=[CH:11][C:10]=1[CH3:40]. Procedure: 0.35 g of 5-(4-benzyloxy-3,5-dimethylphenyl)-7-[3-(2-(1-imidazolyl)ethoxy)phenyl]-4-amino-pyrrolo[2,3-d]pyrimidine is hydrogenated in a hydrogen atmosphere at normal pressure and about 50° C. for 2 h in 15 ml of THF and 10 ml of ethanol in the presence of 0.2 g of 5% palladium/carbon. After filtration through Celite and chromatography on silica gel using methylene chloride/methanol 10:1, after crystallization from methylene chloride, 5-(4-hydroxy-3,5-dimethylphenyl)-7-[3-(2-(1-imidazolyl)ethoxy)... The reactants are N#CCN1CCC(CNC(=O)c2cc(C(F)(F)F)cc(C(F)(F)F)c2)CC1, CO. Yields the product NCCN1CCC(CNC(=O)c2cc(C(F)(F)F)cc(C(F)(F)F)c2)CC1. Reaction SMILES: [C:1](#[N:2])[CH2:3][N:4]1[CH2:5][CH2:6][CH:7]([CH2:10][NH:11][C:12]([c:13]2[cH:14][c:15]([C:23]([F:24])([F:25])[F:26])[cH:16][c:17]([C:19]([F:20])([F:21])[F:22])[cH:18]2)=[O:27])[CH2:8][CH2:9]1.[CH3:28][OH:29]>>[CH2:1]([NH2:2])[CH2:3][N:4]1[CH2:5][CH2:6][CH:7]([CH2:10][NH:11][C:12]([c:13]2[cH:14][c:15]([C:23]([F:24])([F:25])[F:26])[cH:16][c:17]([C:19]([F:20])([F:21])[F:22])[cH:18]2)=[O:27])[CH2:8][CH2:9]1. Reactants: O (water), [OH-].[Na+] (sodium hydroxide), C(C)(C)(C)OC(=O)N1CCN(CC1)C#N (4-cyano-piperazine-1-carboxylic acid tert-butyl ester), OCC(C)=O (1-hydroxy-propan-2-one). Solvent: C1CCOC1 (THF), C(C)OCC (diethylether). Run at temperature 75 celsius, time 12 hour. Yields the product C(C)(C)(C)OC(=O)N1CCN(CC1)C=1OC=C(N1)C (4-(4-Methyl-oxazol-2-yl)-piperazine-1-carboxylic acid tert-butyl ester). RXN SMILES: [OH-].[Na+].[C:3]([O:7][C:8]([N:10]1[CH2:15][CH2:14][N:13]([C:16]#[N:17])[CH2:12][CH2:11]1)=[O:9])([CH3:6])([CH3:5])[CH3:4].[OH:18][CH2:19][C:20](=O)[CH3:21].O>C1COCC1.C(OCC)C>[C:3]([O:7][C:8]([N:10]1[CH2:11][CH2:12][N:13]([C:16]2[O:18][CH:19]=[C:20]([CH3:21])[N:17]=2)[CH2:14][CH2:15]1)=[O:9])([CH3:6])([CH3:4])[CH3:5] |f:0.1|. Procedure details: 17 mL 2 mol/L aqueous sodium hydroxide solution was dropped to 6.7 g 4-cyano-piperazine-1-carboxylic acid tert-butyl ester and 2.5 mL 1-hydroxy-propan-2-one in 10 mL THF. The reaction was stirred 12 h at RT and over night at 75° C. The reaction was cooled, water was added and the mixture was diluted with diethylether. The precipitate was filtered to give 1.32 g of the desired product. Reactants: ClC=1C=C(C=CC1OCC1CC1)C=1OC2=C(N1)CC1(OCCO1)CC2 (2-(3-chloro-4-(cyclopropylmethoxy)phenyl)-6,7-dihydro-4H-spiro[1,3-benzoxazole-5,2′-[1,3]dioxolane]), C1CCOC1 (THF), Cl (hydrochloric acid), C(O)([O-])=O.[Na+] (sodium hydrogen carbonate). The solvent is O (water), CO (methanol). Conditions: temperature 70 celsius, time 1 hour. Yields the product ClC=1C=C(C=CC1OCC1CC1)C=1OC2=C(N1)CC(CC2)O (2-(3-chloro-4-(cyclopropylmethoxy)phenyl)-4,5,6,7-tetrahydro-1,3-benzoxazol-5-ol). The yield is 51.0%. RXN SMILES: [Cl:1][C:2]1[CH:3]=[C:4]([C:13]2[O:14][C:15]3[CH2:25][CH2:24][C:19]4(OCC[O:20]4)[CH2:18][C:16]=3[N:17]=2)[CH:5]=[CH:6][C:7]=1[O:8][CH2:9][CH:10]1[CH2:12][CH2:11]1.C1COCC1.Cl.C(=O)([O-])O.[Na+]>O.CO>[Cl:1][C:2]1[CH:3]=[C:4]([C:13]2[O:14][C:15]3[CH2:25][CH2:24][CH:19]([OH:20])[CH2:18][C:16]=3[N:17]=2)[CH:5]=[CH:6][C:7]=1[O:8][CH2:9][CH:10]1[CH2:11][CH2:12]1 |f:3.4|. Procedure details: To 2-(3-chloro-4-(cyclopropylmethoxy)phenyl)-6,7-dihydro-4H-spiro[1,3-benzoxazole-5,2′-[1,3]dioxolane] (12.5 g) in a mixed solvent of THF (60 mL)-methanol (30 mL)-water (30 mL) was added 6 M hydrochloric acid (34.5 mL), and the mixture was stirred at 70° C. for 1 hr. The reaction mixture was neutralized with saturated aqueous sodium hydrogen carbonate solution, and the mixture was extracted with ethyl acetate. To the organic layer was added sodium tetrahydroborate (1.31 g), and the mixture was s... Starting materials: CCOC(C)=O, COc1cc(N2CCC(N3CCN(CCF)CC3)CC2)ccc1[N+](=O)[O-], [H][H]. Yields the product COc1cc(N2CCC(N3CCN(CCF)CC3)CC2)ccc1N. RXN SMILES: [CH3:29][CH2:30][O:31][C:32]([CH3:33])=[O:34].[F:1][CH2:2][CH2:3][N:4]1[CH2:5][CH2:6][N:7]([CH:10]2[CH2:11][CH2:12][N:13]([c:16]3[cH:17][c:18]([O:25][CH3:26])[c:19]([N+:22]([O-:23])=[O:24])[cH:20][cH:21]3)[CH2:14][CH2:15]2)[CH2:8][CH2:9]1.[H:27][H:28]>>[F:1][CH2:2][CH2:3][N:4]1[CH2:5][CH2:6][N:7]([CH:10]2[CH2:11][CH2:12][N:13]([c:16]3[cH:17][c:18]([O:25][CH3:26])[c:19]([NH2:22])[cH:20][cH:21]3)[CH2:14][CH2:15]2)[CH2:8][CH2:9]1.